Task: describe an organic reaction: reactants, conditions, products, and yield. Dataset: the Open Reaction Database (ORD), a public repository of structured organic reaction records The reactants are CO, [Na+], [Na+], O, O=S([O-])S(=O)[O-], O=[N+]([O-])c1ccc(N2CCN(c3ccncc3)CC2)cc1. Product: Nc1ccc(N2CCN(c3ccncc3)CC2)cc1. Reaction SMILES: [CH3:31][OH:32].[Na+:7].[Na+:8].[OH2:30].[S:1]([S:2]([O-:3])=[O:4])([O-:5])=[O:6].[n:9]1[cH:10][cH:11][c:12]([N:15]2[CH2:16][CH2:17][N:18]([c:21]3[cH:22][cH:23][c:24]([N+:27]([O-:28])=[O:29])[cH:25][cH:26]3)[CH2:19][CH2:20]2)[cH:13][cH:14]1>>[n:9]1[cH:10][cH:11][c:12]([N:15]2[CH2:16][CH2:17][N:18]([c:21]3[cH:22][cH:23][c:24]([NH2:27])[cH:25][cH:26]3)[CH2:19][CH2:20]2)[cH:13][cH:14]1. Starting materials: COc1cc(C(=O)O)c(CC(=O)O)cc1Br, NC(N)=O, O. RXN SMILES: [C:1](=[O:2])([CH2:4][c:5]1[c:6]([C:7]([OH:3])=[O:8])[cH:10][c:11]([O:15][CH3:16])[c:12]([Br:14])[cH:13]1)[OH:9].[NH2:17][C:18](=[O:19])[NH2:20].[OH2:21]>>[C:1]1(=[O:2])[CH2:4][c:5]2[c:6]([cH:10][c:11]([O:15][CH3:16])[c:12]([Br:14])[cH:13]2)[C:7](=[O:8])[NH:17]1. Yields the product COc1cc2c(cc1Br)CC(=O)NC2=O. Starting materials: N1(CCOCC1)C=1C=C(N)C=C(C1)N1CCOCC1 (3,5-bis(morpholin-4-yl)aniline), C(=O)([O-])[O-].[Cs+].[Cs+] (Cs2CO3), ClC1=CC=NC2=CC(=CC=C12)Cl (4,7-dichloroquinoline), C1=CC=C(C=C1)P(C2=CC=CC=C2)C3=C(C4=CC=CC=C4C=C3)C5=C(C=CC6=CC=CC=C65)P(C7=CC=CC=C7)C8=CC=CC=C8 ((+/−) BINAP). The reagents and catalysts are C=1C=CC(=CC1)/C=C/C(=O)/C=C/C2=CC=CC=C2.C=1C=CC(=CC1)/C=C/C(=O)/C=C/C2=CC=CC=C2.C=1C=CC(=CC1)/C=C/C(=O)/C=C/C2=CC=CC=C2.[Pd].[Pd] (Pd2dba3). Solvent: O1CCOCC1 (1,4-dioxane). Run at temperature 90 celsius, time 24 hour. Product: N1(CCOCC1)C=1C=C(C=C(C1)N1CCOCC1)NC1=CC=NC2=CC(=CC=C12)Cl (N-[3,5-bis(morpholin-4-yl)phenyl]-7-chloroquinolin-4-amine). The yield is 29.3%. RXN SMILES: [N:1]1([C:7]2[CH:8]=[C:9]([CH:11]=[C:12]([N:14]3[CH2:19][CH2:18][O:17][CH2:16][CH2:15]3)[CH:13]=2)[NH2:10])[CH2:6][CH2:5][O:4][CH2:3][CH2:2]1.Cl[C:21]1[C:30]2[C:25](=[CH:26][C:27]([Cl:31])=[CH:28][CH:29]=2)[N:24]=[CH:23][CH:22]=1.C1C=CC(P(C2C=CC3C(=CC=CC=3)C=2C2C3C(=CC=CC=3)C=CC=2P(C2C=CC=CC=2)C2C=CC=CC=2)C2C=CC=CC=2)=CC=1.C([O-])([O-])=O.[Cs+].[Cs+]>C1C=CC(/C=C/C(/C=C/C2C=CC=CC=2)=O)=CC=1.C1C=CC(/C=C/C(/C=C/C2C=CC=CC=2)=O)=CC=1.C1C=CC(/C=C/C(/C=C/C2C=CC=CC=2)=O)=CC=1.[Pd].[Pd].O1CCOCC1>[N:1]1([C:7]2[CH:8]=[C:9]([NH:10][C:21]3[C:30]4[C:25](=[CH:26][C:27]([Cl:31])=[CH:28][CH:29]=4)[N:24]=[CH:23][CH:22]=3)[CH:11]=[C:12]([N:14]3[CH2:15][CH2:16][O:17][CH2:18][CH2:19]3)[CH:13]=2)[CH2:2][CH2:3][O:4][CH2:5][CH2:6]1 |f:3.4.5,6.7.8.9.10|. Reported procedure: In a oven-dried flask and under a nitrogen atmosphere, were placed 3,5-bis(morpholin-4-yl)aniline (63 mg, 0.22 mmol), 4,7-dichloroquinoline (43 mg, 1 eq), (+/−) BINAP (7 mg, 0.1 eq), Cs2CO3 (99 mg, 1.4 eq), Pd2dba3 (5 mg, 0.02 eq) and 2 mL of dry 1,4-dioxane. The mixture was stirred at 90° C. for 24 h. The solution was filtered through a celite pad and evaporated. The residue was purified by preparative thin-layer chromatography (DCM/MeOH//95/5) to yield expected compound as a yellow solid (27 m... Starting materials: N#CCc1ccc(F)c(Br)c1, CS(C)=O, ClCCOCCCl, [H-], [Na+]. Product: N#CC1(c2ccc(F)c(Br)c2)CCOCC1. Reaction SMILES: [Br:1][c:2]1[cH:3][c:4]([CH2:9][C:10]#[N:11])[cH:5][cH:6][c:7]1[F:8].[CH3:21][S:22]([CH3:23])=[O:24].[Cl:14][CH2:15][CH2:16][O:17][CH2:18][CH2:19][Cl:20].[H-:12].[Na+:13]>>[Br:1][c:2]1[cH:3][c:4]([C:9]2([C:10]#[N:11])[CH2:15][CH2:16][O:17][CH2:18][CH2:19]2)[cH:5][cH:6][c:7]1[F:8]. Starting materials: COCCOCC(=O)O, CN(C)C=O, CCN(C(C)C)C(C)C, Cl, Cl, Cl, On1nnc2ccccc21, C1=C(c2cc3c(Nc4ccc5ncsc5c4)ncnc3[nH]2)CCNC1. Product: COCCOCC(=O)N1CC=C(c2cc3c(Nc4ccc5ncsc5c4)ncnc3[nH]2)CC1. RXN SMILES: [CH3:48][O:49][CH2:50][CH2:51][O:52][CH2:53][C:54](=[O:55])[OH:56].[CH3:57][N:58]([CH3:59])[CH:60]=[O:61].[CH:39]([N:40]([CH2:41][CH3:42])[CH:43]([CH3:44])[CH3:45])([CH3:46])[CH3:47].[ClH:1].[ClH:2].[ClH:3].[OH:29][n:30]1[c:31]2[cH:32][cH:33][cH:34][cH:35][c:36]2[n:37][n:38]1.[s:4]1[cH:5][n:6][c:7]2[c:8]1[cH:9][c:10]([NH:13][c:14]1[c:15]3[c:16]([n:17][cH:18][n:19]1)[nH:20][c:21]([C:23]1=[CH:28][CH2:27][NH:26][CH2:25][CH2:24]1)[cH:22]3)[cH:11][cH:12]2>>[s:4]1[cH:5][n:6][c:7]2[c:8]1[cH:9][c:10]([NH:13][c:14]1[c:15]3[c:16]([n:17][cH:18][n:19]1)[nH:20][c:21]([C:23]1=[CH:28][CH2:27][N:26]([C:54]([CH2:53][O:52][CH2:51][CH2:50][O:49][CH3:48])=[O:55])[CH2:25][CH2:24]1)[cH:22]3)[cH:11][cH:12]2.